This data is from the Open Reaction Database (ORD), a public repository of structured organic reaction records. The task is: describe an organic reaction: reactants, conditions, products, and yield Reactants: CC(=O)OCC(=O)C1(O)Cc2c(O)c3c(c(O)c2C(Br)C1)C(=O)c1ccccc1C3=O, NCCO. The product is CC(=O)OCC(=O)C1(O)Cc2c(O)c3c(c(O)c2C(NCCO)C1)C(=O)c1ccccc1C3=O. RXN SMILES: [Br:1][CH:2]1[c:3]2[c:4]([OH:31])[c:5]3[c:14]([c:15]([OH:28])[c:16]2[CH2:17][C:18]([OH:20])([C:21]([CH2:22][O:23][C:24]([CH3:25])=[O:26])=[O:27])[CH2:19]1)[C:13](=[O:29])[c:12]1[c:7]([cH:8][cH:9][cH:10][cH:11]1)[C:6]3=[O:30].[NH2:32][CH2:33][CH2:34][OH:35]>>[CH:2]1([NH:32][CH2:33][CH2:34][OH:35])[c:3]2[c:4]([OH:31])[c:5]3[c:14]([c:15]([OH:28])[c:16]2[CH2:17][C:18]([OH:20])([C:21]([CH2:22][O:23][C:24]([CH3:25])=[O:26])=[O:27])[CH2:19]1)[C:13](=[O:29])[c:12]1[c:7]([cH:8][cH:9][cH:10][cH:11]1)[C:6]3=[O:30].